This data is from the Open Reaction Database (ORD), a public repository of structured organic reaction records. The task is: describe an organic reaction: reactants, conditions, products, and yield Starting materials: COc1cc(N2CCN(C(=O)Cn3nc(I)c(Cl)c3C)CC2)ccc1Cl, c1cn[nH]c1. The product is COc1cc(N2CCN(C(=O)Cn3nc(-n4cccn4)c(Cl)c3C)CC2)ccc1Cl. RXN SMILES: [I:1][c:2]1[n:3][n:4]([CH2:9][C:10](=[O:11])[N:12]2[CH2:13][CH2:14][N:15]([c:18]3[cH:19][c:20]([O:25][CH3:26])[c:21]([Cl:24])[cH:22][cH:23]3)[CH2:16][CH2:17]2)[c:5]([CH3:8])[c:6]1[Cl:7].[nH:27]1[n:28][cH:29][cH:30][cH:31]1>>[c:2]1(-[n:27]2[n:28][cH:29][cH:30][cH:31]2)[n:3][n:4]([CH2:9][C:10](=[O:11])[N:12]2[CH2:13][CH2:14][N:15]([c:18]3[cH:19][c:20]([O:25][CH3:26])[c:21]([Cl:24])[cH:22][cH:23]3)[CH2:16][CH2:17]2)[c:5]([CH3:8])[c:6]1[Cl:7].